From a dataset of the Open Reaction Database (ORD), a public repository of structured organic reaction records. describe an organic reaction: reactants, conditions, products, and yield The reactants are [Li]CCCC (nBuLi), [N-]=[N+]=[N-].[Na+] (NaN3), N1=CC=C(C=C1)[C@@H](C)O ((R)-1-Pyridin-4-yl-ethanol), C=1(C(=CC=CC1)S(=O)(=O)Cl)C (Toluenesulfonyl chloride). Solvent: C1CCOC1 (THF), O (H2O). Reaction conditions: temperature 0 celsius, time 5 minute. The product is N(=[N+]=[N-])[C@@H](C)C1=CC=NC=C1 ((S)-4-(1-azido-ethyl)-pyridine). As a reaction SMILES: [N:1]1[CH:6]=[CH:5][C:4]([C@H:7](O)[CH3:8])=[CH:3][CH:2]=1.[Li]CCCC.C1(C)C(S(Cl)(=O)=O)=CC=CC=1.[N-:26]=[N+:27]=[N-:28].[Na+]>C1COCC1.O>[N:26]([C@H:7]([C:4]1[CH:5]=[CH:6][N:1]=[CH:2][CH:3]=1)[CH3:8])=[N+:27]=[N-:28] |f:3.4|. Reported procedure: (R)-1-Pyridin-4-yl-ethanol (0.160 g) was dissolved in THF (10 mL) and cooled to 0° C. nBuLi (2.5 M in hexanes, 0.52 mL) was added slowly and the reaction was stirred at 0° C. for 5 min. Toluenesulfonyl chloride (0.250 g) was added and the stirring was continued for 30 min. NaN3 (0.30 g) was added, the reaction was warmed to RT and stirred overnight. The mixture was added to H2O and the layers were separated. The aqueous layer was extracted with Et2O and the combined organic phases were dried ove... Starting materials: COC(=O)Cc1ccccc1N(Cc1ccc(C)cc1)c1c(Cl)cccc1Cl, CCO, Cl, [Na+], [OH-], O, c1ccccc1. The product is Cc1ccc(CN(c2ccccc2CC(=O)O)c2c(Cl)cccc2Cl)cc1. As a reaction SMILES: [CH3:1][c:2]1[cH:3][cH:4][c:5]([CH2:6][N:7]([c:8]2[c:9]([Cl:15])[cH:10][cH:11][cH:12][c:13]2[Cl:14])[c:16]2[c:17]([CH2:22][C:23](=[O:24])[O:25][CH3:26])[cH:18][cH:19][cH:20][cH:21]2)[cH:27][cH:28]1.[CH3:39][CH2:40][OH:41].[ClH:37].[Na+:36].[OH-:35].[OH2:38].[cH:29]1[cH:30][cH:31][cH:32][cH:33][cH:34]1>>[CH3:1][c:2]1[cH:3][cH:4][c:5]([CH2:6][N:7]([c:8]2[c:9]([Cl:15])[cH:10][cH:11][cH:12][c:13]2[Cl:14])[c:16]2[c:17]([CH2:22][C:23](=[O:24])[OH:25])[cH:18][cH:19][cH:20][cH:21]2)[cH:27][cH:28]1. Reactants: [Cl-].[Al+3].[Cl-].[Cl-] (aluminum chloride), 281, BrC(C=O)(Br)Br (tribromoacetaldehyde), C=C(C)C (isobutene). Solvent: O (water), petroleum ether. Conditions: time 5 hour. Product: 287, BrC(C(CC(=C)C)O)(Br)Br (1,1,1-tribromo-4-methyl-4-penten-2-ol). Yield: 85.0%. Reaction SMILES: [Br:1][C:2]([Br:6])([Br:5])[CH:3]=[O:4].[CH2:7]=[C:8]([CH3:10])[CH3:9].[Cl-].[Al+3].[Cl-].[Cl-]>O>[Br:1][C:2]([Br:6])([Br:5])[CH:3]([OH:4])[CH2:9][C:8]([CH3:10])=[CH2:7] |f:2.3.4.5|. Reported procedure: A mixture of 281 parts of tribromoacetaldehyde, 168 parts of isobutene and 150 parts of petroleum ether was cooled to - 20° to - 5° C., and 13 parts of anhydrous aluminum chloride was added to the mixture dividedly in several times. The mixture was agitated at the above temperature for 5 hours. As the reaction advanced, crystals were precipitated from the reaction mixture. At the point of termination of the reaction, diethyl ether was added to the reaction mixture to form a homogeneous solution.... The reactants are CC1CC(C)CC(CN(C=O)OCc2ccccc2)(C(=O)NNc2nccc(C(F)(F)F)n2)C1, CO. Yields the product CC1CC(C)CC(CN(O)C=O)(C(=O)NNc2nccc(C(F)(F)F)n2)C1. RXN SMILES: [CH2:1]([c:2]1[cH:3][cH:4][cH:5][cH:6][cH:7]1)[O:8][N:9]([CH:10]=[O:11])[CH2:12][C:13]1([C:21](=[O:22])[NH:23][NH:24][c:25]2[n:26][cH:27][cH:28][c:29]([C:31]([F:32])([F:33])[F:34])[n:30]2)[CH2:14][CH:15]([CH3:20])[CH2:16][CH:17]([CH3:19])[CH2:18]1.[CH3:35][OH:36]>>[OH:8][N:9]([CH:10]=[O:11])[CH2:12][C:13]1([C:21](=[O:22])[NH:23][NH:24][c:25]2[n:26][cH:27][cH:28][c:29]([C:31]([F:32])([F:33])[F:34])[n:30]2)[CH2:14][CH:15]([CH3:20])[CH2:16][CH:17]([CH3:19])[CH2:18]1. The reactants are C(#N)C1=C(C=CC(=C1)C)C1=CC(=CC(=C1)OCC1OC(OC1)(C)C)C(=O)OC (methyl 2′-cyano-5-((2,2-dimethyl-1,3-dioxolan-4-yl)methoxy)-4′-methylbiphenyl-3-carboxylate), [OH-].[Li+] (lithium hydroxide), Cl (HCl). The solvent is O1CCCC1 (tetrahydrofuran). Reaction conditions: temperature 60 celsius, time 8 hour. Yields the product C(#N)C1=C(C=CC(=C1)C)C1=CC(=CC(=C1)OCC1OC(OC1)(C)C)C(=O)O (2′-Cyano-5-((2,2-dimethyl-1,3-dioxolan-4-yl)methoxy)-4′-methylbiphenyl-3-carboxylic acid). RXN SMILES: [C:1]([C:3]1[CH:8]=[C:7]([CH3:9])[CH:6]=[CH:5][C:4]=1[C:10]1[CH:15]=[C:14]([O:16][CH2:17][CH:18]2[CH2:22][O:21][C:20]([CH3:24])([CH3:23])[O:19]2)[CH:13]=[C:12]([C:25]([O:27]C)=[O:26])[CH:11]=1)#[N:2].[OH-].[Li+].Cl>O1CCCC1>[C:1]([C:3]1[CH:8]=[C:7]([CH3:9])[CH:6]=[CH:5][C:4]=1[C:10]1[CH:15]=[C:14]([O:16][CH2:17][CH:18]2[CH2:22][O:21][C:20]([CH3:23])([CH3:24])[O:19]2)[CH:13]=[C:12]([C:25]([OH:27])=[O:26])[CH:11]=1)#[N:2] |f:1.2|. Procedure details: To a solution of methyl 2′-cyano-5-((2,2-dimethyl-1,3-dioxolan-4-yl)methoxy)-4′-methylbiphenyl-3-carboxylate (72 mg, 0.19 mmol) in tetrahydrofuran (3 mL) was added 2.5 M of aq. lithium hydroxide solution (1 mL, 2.5 mmol). The reaction mixture was stirred at 60° C. overnight. The aqueous solution was acidified with 15% HCl (aq.) to pH=5, and extracted with EtOAc. The combined organic layers were concentrated in vacuo to get the title compound.